From a dataset of the Open Reaction Database (ORD), a public repository of structured organic reaction records. describe an organic reaction: reactants, conditions, products, and yield The reactants are NC[C@H]1N(CCC[C@H]1C)C(=O)C1=C(C=CC(=C1)C)C=1C=NN(C1)C (((2S,3R)-2-(aminomethyl)-3-methylpiperidin-1-yl)(5-methyl-2-(1-methyl-1H-pyrazol-4-yl)phenyl)methanone), CC1=CC(=C(C(=O)O)C=C1)N1N=CC=N1 (4-methyl-2-(2H-1,2,3-triazol-2-yl)benzoic acid). Product: NC[C@H]1N(CCC[C@H]1C)C(=O)C1=C(C=C(C=C1)C)N1N=CC=N1 (((2S,3R)-2-(Aminomethyl)-3-methylpiperidin-1-yl)(4-methyl-2-(2H-1,2,3-triazol-2-yl)phenyl)methanone). As a reaction SMILES: [NH2:1][CH2:2][C@@H:3]1[C@H:8]([CH3:9])[CH2:7][CH2:6][CH2:5][N:4]1C(C1C=C(C)C=CC=1C1C=NN(C)C=1)=O.[CH3:25][C:26]1[CH:34]=[CH:33][C:29]([C:30]([OH:32])=O)=[C:28]([N:35]2[N:39]=[CH:38][CH:37]=[N:36]2)[CH:27]=1>>[NH2:1][CH2:2][C@@H:3]1[C@H:8]([CH3:9])[CH2:7][CH2:6][CH2:5][N:4]1[C:30]([C:29]1[CH:33]=[CH:34][C:26]([CH3:25])=[CH:27][C:28]=1[N:35]1[N:39]=[CH:38][CH:37]=[N:36]1)=[O:32]. Procedure: The title compound was prepared following the same general protocol as described for ((2S,3R)-2-(aminomethyl)-3-methylpiperidin-1-yl)(5-methyl-2-(1-methyl-1H-pyrazol-4-yl)phenyl)methanone in Example A1 using 4-methyl-2-(2H-1,2,3-triazol-2-yl)benzoic acid. MS (ESI) 314 (M+H). Reactants: C1(CCCC1)C[C@@H](C(=O)NC=1SC(=CN1)SC#N)C1=CC=C(C=C1)S(=O)(=O)C ((R)-3-cyclopentyl-2-(4-methanesulfonyl-phenyl)-N-(5-thiocyanato-thiazol-2-yl)-propionamide), CI (methyl iodide). Yields the product C1(CCCC1)C[C@@H](C(=O)NC=1SC(=CN1)SC)C1=CC=C(C=C1)S(=O)(=O)C ((R)-3-Cyclopentyl-2-(4-methanesulfonyl-phenyl)-N-(5-methylsulfanyl-thiazol-2-yl)-propionamide). As a reaction SMILES: [CH:1]1([CH2:6][C@H:7]([C:19]2[CH:24]=[CH:23][C:22]([S:25]([CH3:28])(=[O:27])=[O:26])=[CH:21][CH:20]=2)[C:8]([NH:10][C:11]2[S:12][C:13]([S:16][C:17]#N)=[CH:14][N:15]=2)=[O:9])[CH2:5][CH2:4][CH2:3][CH2:2]1.CI>>[CH:1]1([CH2:6][C@H:7]([C:19]2[CH:20]=[CH:21][C:22]([S:25]([CH3:28])(=[O:27])=[O:26])=[CH:23][CH:24]=2)[C:8]([NH:10][C:11]2[S:12][C:13]([S:16][CH3:17])=[CH:14][N:15]=2)=[O:9])[CH2:5][CH2:4][CH2:3][CH2:2]1. Reported procedure: The title compound was prepared from (R)-3-cyclopentyl-2-(4-methanesulfonyl-phenyl)-N-(5-thiocyanato-thiazol-2-yl)-propionamide and methyl iodide as described in Example 10. 1H-NMR (CDCl3): δ 11.8 (broad s, 1H), 7.86 (d, 2H), 7.52 (d, 2H), 7.44 (s, 1H), 3.79 (t, 1H), 3.04 (s, 3H), 2.46 (s, 3H), 2.27 (m, 1H), 1.89 (m, 1H), 1.81-1.44 (m, 7H), 1.12 (m, 2H); HPLC-MS: m/z: 425 (M+1). Starting materials: C1(CC1)S(=O)(=O)C1=CC=C(C=C1)C(CC1CCOCC1)C1=CC=C(N1)C=1SC(=CN1)C(C)O (1-[2-(5-{1-[4-(cyclopropylsulfonyl)phenyl]-2-(tetrahydro-2H-pyran-4-yl)ethyl}-1H-pyrrol-2-yl)-1,3-thiazol-5-yl]ethanol), ClN1C(CCC1=O)=O (N-chlorosuccinimide). The solvent is C(C)(=O)OCC (ethyl acetate), O1CCCC1 (tetrahydrofuran). Conditions: temperature 50 celsius, time 8 hour. Product: ClC1=C(NC(=C1)C(CC1CCOCC1)C1=CC=C(C=C1)S(=O)(=O)C1CC1)C=1SC(=CN1)C(C)O (1-[2-(3-chloro-5-{1-[4-(cyclopropylsulfonyl)phenyl]-2-(tetrahydro-2H-pyran-4-yl)ethyl}-1H-pyrrol-2-yl)-1,3-thiazol-5-yl]ethanol). RXN SMILES: [CH:1]1([S:4]([C:7]2[CH:12]=[CH:11][C:10]([CH:13]([C:21]3[NH:25][C:24]([C:26]4[S:27][C:28]([CH:31]([OH:33])[CH3:32])=[CH:29][N:30]=4)=[CH:23][CH:22]=3)[CH2:14][CH:15]3[CH2:20][CH2:19][O:18][CH2:17][CH2:16]3)=[CH:9][CH:8]=2)(=[O:6])=[O:5])[CH2:3][CH2:2]1.[Cl:34]N1C(=O)CCC1=O>O1CCCC1.C(OCC)(=O)C>[Cl:34][C:23]1[CH:22]=[C:21]([CH:13]([C:10]2[CH:11]=[CH:12][C:7]([S:4]([CH:1]3[CH2:3][CH2:2]3)(=[O:5])=[O:6])=[CH:8][CH:9]=2)[CH2:14][CH:15]2[CH2:16][CH2:17][O:18][CH2:19][CH2:20]2)[NH:25][C:24]=1[C:26]1[S:27][C:28]([CH:31]([OH:33])[CH3:32])=[CH:29][N:30]=1. Reported procedure: To a solution (5 mL) of 1-[2-(5-{1-[4-(cyclopropylsulfonyl)phenyl]-2-(tetrahydro-2H-pyran-4-yl)ethyl}-1H-pyrrol-2-yl)-1,3-thiazol-5-yl]ethanol (300 mg) in tetrahydrofuran was added N-chlorosuccinimide (82.3 mg) at 0° C., and the mixture was stirred at 50° C. overnight. After cooling to room temperature, the reaction mixture was diluted with ethyl acetate, and washed with saturated aqueous sodium hydrogen carbonate. The ethyl acetate layer was washed with saturated brine, dried (MgSO4) and concen... Reactants: C(C)(C)N(CC)C(C)C (Diisopropylethylamine), Cl.COC([C@@H](C)N)=O ((R)-2-amino-propionic acid methyl ester hydrochloride), C(CCl)Cl (EDC), C(=O)(OCC1=CC=CC=C1)N[C@@H](CO)C(=O)O (carbobenzyloxy-L-serine). The solvent is C(Cl)Cl (DCM). Conditions: time 16 hour. Product: COC([C@@H](C)NC([C@H](CO)NC(=O)OCC1=CC=CC=C1)=O)=O ((R)-2-((S)-2-Benzyloxycarbonylamino-3-hydroxy-propionyl-amino)-propionic acid methyl ester). Yield: 74.1%. RXN SMILES: C(N(C(C)C)CC)(C)C.Cl.[CH3:11][O:12][C:13](=[O:17])[C@H:14]([NH2:16])[CH3:15].C(Cl)CCl.[C:22]([NH:32][C@H:33]([C:36](O)=[O:37])[CH2:34][OH:35])([O:24][CH2:25][C:26]1[CH:31]=[CH:30][CH:29]=[CH:28][CH:27]=1)=[O:23]>C(Cl)Cl>[CH3:11][O:12][C:13](=[O:17])[C@H:14]([NH:16][C:34](=[O:35])[C@@H:33]([NH:32][C:22]([O:24][CH2:25][C:26]1[CH:31]=[CH:30][CH:29]=[CH:28][CH:27]=1)=[O:23])[CH2:36][OH:37])[CH3:15] |f:1.2|. Reported procedure: Diisopropylethylamine (375 mL) was added dropwise to a cooled mixture of (R)-2-amino-propionic acid methyl ester hydrochloride (100 g, 0.716 mol), EDC (165 g, 0.86 mol), carbobenzyloxy-L-serine (171.4 g, 0.716 mol) and DCM (3.6 L). The resulting mixture was stirred under nitrogen at ambient temperature for 16 h. After removing solvent in vacuo at 40° C., the residue was diluted with saturated sodium carbonate (1 L), water (1 L) and extracted with EtOAc (2 L, 2×1 L). The combined organic phases w... Reactants: OC=1C=C2C(C=C(OC2=CC1)C1=CC=CC=C1)=O (6-hydroxyflavone), BrCCCCCCCCBr (1,8-dibromooctane), OC1CCNCC1 (4-hydroxypiperidine). The product is OC1CCN(CC1)CCCCCCCCOC=1C=CC2=C(C(C=C(O2)C2=CC=CC=C2)=O)C1 (6-[8-(4-Hydroxypiperidinyl)octoxy1-2-phenyl-4H-1-benzopyran-4-one). Reaction SMILES: [OH:1][C:2]1[CH:3]=[C:4]2[C:9](=[CH:10][CH:11]=1)[O:8][C:7]([C:12]1[CH:17]=[CH:16][CH:15]=[CH:14][CH:13]=1)=[CH:6][C:5]2=[O:18].Br[CH2:20][CH2:21][CH2:22][CH2:23][CH2:24][CH2:25][CH2:26][CH2:27]Br.[OH:29][CH:30]1[CH2:35][CH2:34][NH:33][CH2:32][CH2:31]1>>[OH:29][CH:30]1[CH2:35][CH2:34][N:33]([CH2:20][CH2:21][CH2:22][CH2:23][CH2:24][CH2:25][CH2:26][CH2:27][O:1][C:2]2[CH:11]=[CH:10][C:9]3[O:8][C:7]([C:12]4[CH:17]=[CH:16][CH:15]=[CH:14][CH:13]=4)=[CH:6][C:5](=[O:18])[C:4]=3[CH:3]=2)[CH2:32][CH2:31]1. Reported procedure: The compound was prepared by a method similar to Example 2 from 6-hydroxyflavone, 1,8-dibromooctane and 4-hydroxypiperidine: mp 57°-58° C. Run at temperature 0 celsius, time 1 hour. Procedure details: Sodium hydride (12.7 mg, 0.531 mmol) was added to an ice-cooled solution 6-(2-(N,N-Dimethylamino)ethyl)-1H-indole (50 mg, 0.265 mmol) in DMF (1 ml). After stirring for 1 h at 0° C., 2-iodopropane (52.9 μL, 0.530 mmol) was added and the mixture stirred at 100° C. overnight. The reaction mixture was then partitioned between water and dichloromethane, the organic layer washed sequentially with water and brine, dried over sodium sulfate and the solvent was removed in vacuo. Flash chromatography (sil... Isolated yield 32.8%. Yields the product N (ammonia), CN(C)CCC1=CC=C2C=CN(C2=C1)C(C)C (6-(2-(N,N-Dimethylamino)ethyl)-1-isopropyl-indole). As a reaction SMILES: [H-].[Na+].[CH3:3][N:4]([CH2:6][CH2:7][C:8]1[CH:16]=[C:15]2[C:11]([CH:12]=[CH:13][NH:14]2)=[CH:10][CH:9]=1)[CH3:5].I[CH:18]([CH3:20])[CH3:19]>CN(C=O)C>[NH3:4].[CH3:3][N:4]([CH2:6][CH2:7][C:8]1[CH:16]=[C:15]2[C:11]([CH:12]=[CH:13][N:14]2[CH:18]([CH3:20])[CH3:19])=[CH:10][CH:9]=1)[CH3:5] |f:0.1|. The solvent is CN(C)C=O (DMF). Starting materials: CN(C)CCC1=CC=C2C=CNC2=C1 (6-(2-(N,N-Dimethylamino)ethyl)-1H-indole), IC(C)C (2-iodopropane), [H-].[Na+] (Sodium hydride), ice.